This data is from the Open Reaction Database (ORD), a public repository of structured organic reaction records. The task is: describe an organic reaction: reactants, conditions, products, and yield Starting materials: C(C)(C)(C)OC(C(CN)C1CC1)=O (3-amino-2-cyclopropyl-propionic acid tert-butyl ester), COC(=O)C=1N=C(C2=CC(=CC=C2C1O)OC1=CC=C(C=C1)F)C#N (1-cyano-7-(4-fluoro-phenoxy)-4-hydroxy-isoquinoline-3-carboxylic acid methyl ester), C1CCC2=NCCCN2CC1 (DBU). Run in CC(=O)N(C)C (DMA). Conditions: temperature 150 celsius. Yields the product C(C)(C)(C)OC(C(CNC(=O)C=1N=C(C2=CC(=CC=C2C1O)OC1=CC=C(C=C1)F)C#N)C1CC1)=O (3-{[1-Cyano-7-(4-fluoro-phenoxy)-4-hydroxy-isoquinoline-3-carbonyl]amino}-2-cyclopropyl-propionic acid tert-butyl ester). Isolated yield 45.9%. Reaction SMILES: [C:1]([O:5][C:6](=[O:13])[CH:7]([CH:10]1[CH2:12][CH2:11]1)[CH2:8][NH2:9])([CH3:4])([CH3:3])[CH3:2].C[O:15][C:16]([C:18]1[N:19]=[C:20]([C:37]#[N:38])[C:21]2[C:26]([C:27]=1[OH:28])=[CH:25][CH:24]=[C:23]([O:29][C:30]1[CH:35]=[CH:34][C:33]([F:36])=[CH:32][CH:31]=1)[CH:22]=2)=O.C1CCN2C(=NCCC2)CC1>CC(N(C)C)=O>[C:1]([O:5][C:6](=[O:13])[CH:7]([CH:10]1[CH2:12][CH2:11]1)[CH2:8][NH:9][C:16]([C:18]1[N:19]=[C:20]([C:37]#[N:38])[C:21]2[C:26]([C:27]=1[OH:28])=[CH:25][CH:24]=[C:23]([O:29][C:30]1[CH:35]=[CH:34][C:33]([F:36])=[CH:32][CH:31]=1)[CH:22]=2)=[O:15])([CH3:4])([CH3:2])[CH3:3]. Procedure details: A mixture of 3-amino-2-cyclopropyl-propionic acid tert-butyl ester (20 mg), 1-cyano-7-(4-fluoro-phenoxy)-4-hydroxy-isoquinoline-3-carboxylic acid methyl ester (15 mg) and DBU (10 mg) in DMA (0.3 mL) was heated in an oil bath (150° C.) for 1 h. The reaction mixture was then partitioned between EtOAc and diluted HCl solution, EtOAc phase was separated and washed with water, diluted NaCl solution and dried over anhydrous sodium sulfate solution, filtered, concentrated and silica gel column purified... Yield: 4.9%. Reactants: N[C@H](CN1N=C(C=C1)C1=C(C(=C(C#N)C=C1)Cl)C)C ((S)-4-(1-(2-aminopropyl)-1H-pyrazol-3-yl)-2-chloro-3-methylbenzonitrile), Cl.CNC=1SC=C(N1)C(=O)O (2-(methylamino)thiazole-4-carboxylic acid hydrochloride). Reported procedure: (S)—N-(1-(3-(3-chloro-4-cyano-2-methylphenyl)-1H-pyrazol-1-yl)propan-2-yl)-2-(methylamino)thiazole-4-carboxamide was prepared using the method of Example 34(d) starting from (S)-4-(1-(2-aminopropyl)-1H-pyrazol-3-yl)-2-chloro-3-methylbenzonitrile (300 mg, 1.092 mmol) and 2-(methylamino)thiazole-4-carboxylic acid hydrochloride (314 mg, 1.613 mmol). The product was purified twice by Flash-chromatography (normal phase and reverse phase). Yield 4.86%. 1H-NMR (400 MHz; CDCl3): δ 1.25 (d, 3H), 2.56 (s,... The product is ClC=1C(=C(C=CC1C#N)C1=NN(C=C1)C[C@H](C)NC(=O)C=1N=C(SC1)NC)C ((S)—N-(1-(3-(3-chloro-4-cyano-2-methylphenyl)-1H-pyrazol-1-yl)propan-2-yl)-2-(methylamino)thiazole-4-carboxamide). RXN SMILES: [NH2:1][C@@H:2]([CH3:19])[CH2:3][N:4]1[CH:8]=[CH:7][C:6]([C:9]2[CH:16]=[CH:15][C:12]([C:13]#[N:14])=[C:11]([Cl:17])[C:10]=2[CH3:18])=[N:5]1.Cl.[CH3:21][NH:22][C:23]1[S:24][CH:25]=[C:26]([C:28](O)=[O:29])[N:27]=1>>[Cl:17][C:11]1[C:10]([CH3:18])=[C:9]([C:6]2[CH:7]=[CH:8][N:4]([CH2:3][C@@H:2]([NH:1][C:28]([C:26]3[N:27]=[C:23]([NH:22][CH3:21])[S:24][CH:25]=3)=[O:29])[CH3:19])[N:5]=2)[CH:16]=[CH:15][C:12]=1[C:13]#[N:14] |f:1.2|. The reactants are O (water), ClC1=CC=C(C=C1)C=1N(C(NN1)=O)C[C@@H](C(F)(F)F)O (5-(4-Chlorophenyl)-4-[(2S)-3,3,3-trifluoro-2-hydroxypropyl]-2,4-dihydro-3H-1,2,4-triazol-3-one), C([O-])([O-])=O.[K+].[K+] (potassium carbonate), ClC=1SC(=CN1)CCl (2-chloro-5-(chloromethyl)-1,3-thiazole). Run in C(C)#N (acetonitrile). Conditions: temperature 80 celsius, time 1.5 hour. Product: ClC1=CC=C(C=C1)C=1N(C(N(N1)CC1=CN=C(S1)Cl)=O)C[C@@H](C(F)(F)F)O (5-(4-Chlorophenyl)-2-[(2-chloro-1,3-thiazol-5-yl)methyl]-4-[(2S)-3,3,3-trifluoro-2-hydroxypropyl]-2,4-dihydro-3H-1,2,4-triazol-3-one). As a reaction SMILES: [Cl:1][C:2]1[CH:7]=[CH:6][C:5]([C:8]2[N:9]([CH2:14][C@H:15]([OH:20])[C:16]([F:19])([F:18])[F:17])[C:10](=[O:13])[NH:11][N:12]=2)=[CH:4][CH:3]=1.C(=O)([O-])[O-].[K+].[K+].[Cl:27][C:28]1[S:29][C:30]([CH2:33]Cl)=[CH:31][N:32]=1.O>C(#N)C>[Cl:1][C:2]1[CH:7]=[CH:6][C:5]([C:8]2[N:9]([CH2:14][C@H:15]([OH:20])[C:16]([F:18])([F:19])[F:17])[C:10](=[O:13])[N:11]([CH2:33][C:30]3[S:29][C:28]([Cl:27])=[N:32][CH:31]=3)[N:12]=2)=[CH:4][CH:3]=1 |f:1.2.3|. Procedure details: 500 mg (1.63 mmol) of the compound from Example 5A and 449 mg (3.25 mmol) of potassium carbonate were dissolved in 4 ml of acetonitrile, and 287 mg (1.71 mmol) of 2-chloro-5-(chloromethyl)-1,3-thiazole were added. The mixture was stirred at 80° C. for 1.5 h. After cooling to RT, 10 ml of water were added and the mixture was extracted three times with in each case 10 ml of ethyl acetate. The combined organic phases were washed with 10 ml of saturated sodium chloride solution, dried over sodium su... Starting materials: CC(C)(C)OC(=O)NC(CC(=O)O)C1CCC1, C1CCOC1. Product: CC(C)(C)OC(=O)NC(CCO)C1CCC1. RXN SMILES: [C:1]([CH3:2])([CH3:3])([CH3:4])[O:5][C:6](=[O:7])[NH:8][CH:9]([CH2:10][C:11](=[O:12])[OH:13])[CH:14]1[CH2:15][CH2:16][CH2:17]1.[CH2:18]1[O:19][CH2:20][CH2:21][CH2:22]1>>[C:1]([CH3:2])([CH3:3])([CH3:4])[O:5][C:6](=[O:7])[NH:8][CH:9]([CH2:10][CH2:11][OH:12])[CH:14]1[CH2:15][CH2:16][CH2:17]1.